This data is from the Open Reaction Database (ORD), a public repository of structured organic reaction records. The task is: describe an organic reaction: reactants, conditions, products, and yield Starting materials: B, CCOC(=O)c1c(C)c[nH]c1CC(=O)NCC1(O)CCN(C)CC1, Cl, [Na+], C1CCOC1, C1CCOC1, [OH-]. Yields the product CCOC(=O)c1c(C)c[nH]c1CCNCC1(O)CCN(C)CC1. As a reaction SMILES: [BH3:30].[CH2:1]([CH3:2])[O:3][C:4](=[O:5])[c:6]1[c:7]([CH2:12][C:13]([NH:14][CH2:15][C:16]2([OH:23])[CH2:17][CH2:18][N:19]([CH3:22])[CH2:20][CH2:21]2)=[O:24])[nH:8][cH:9][c:10]1[CH3:11].[ClH:31].[Na+:33].[O:25]1[CH2:26][CH2:27][CH2:28][CH2:29]1.[O:34]1[CH2:35][CH2:36][CH2:37][CH2:38]1.[OH-:32]>>[CH2:1]([CH3:2])[O:3][C:4](=[O:5])[c:6]1[c:7]([CH2:12][CH2:13][NH:14][CH2:15][C:16]2([OH:23])[CH2:17][CH2:18][N:19]([CH3:22])[CH2:20][CH2:21]2)[nH:8][cH:9][c:10]1[CH3:11]. The reactants are OC(CNCCO)C1=CC=CC=C1 (N-(2'-hydroxy-2'-phenylethyl)-ethanolamine), [OH-].[Na+] (sodium hydroxide). Solvent: Cl (hydrochloric acid). The product is C1(=CC=CC=C1)C1CNCCO1 (2-Phenylmorpholine). Reaction SMILES: O[CH:2]([C:8]1[CH:13]=[CH:12][CH:11]=[CH:10][CH:9]=1)[CH2:3][NH:4][CH2:5][CH2:6][OH:7].[OH-].[Na+]>Cl>[C:8]1([CH:2]2[O:7][CH2:6][CH2:5][NH:4][CH2:3]2)[CH:13]=[CH:12][CH:11]=[CH:10][CH:9]=1 |f:1.2|. Procedure details: N-(2'-hydroxy-2'-phenylethyl)-ethanolamine (5.3 g.) was dissolved in 6N hydrochloric acid (100 ml.) and the solution heated at 110° for 4 hours. The mixture was basified with sodium hydroxide solution and extracted into ether. The extract was washed with water, dried over anhydrous sodium sulphate and evaporated to give a crude sample of title compound (Ig.) as an orange oil. The reactants are COC(=O)Cc1cc(Cl)ccc1C1CCN(C(=O)C2CN(C(C)(C)C)CC2c2ccc(F)cc2F)CC1, C[Si](C)(C)[O-], [K+], C1CCOC1. Yields the product CC(C)(C)N1CC(C(=O)N2CCC(c3ccc(Cl)cc3CC(=O)O)CC2)C(c2ccc(F)cc2F)C1. Reaction SMILES: [C:7]([CH3:8])([CH3:9])([CH3:10])[N:11]1[CH2:12][CH:13]([C:24](=[O:25])[N:26]2[CH2:27][CH2:28][CH:29]([c:32]3[c:33]([CH2:39][C:40](=[O:41])[O:42][CH3:43])[cH:34][c:35]([Cl:38])[cH:36][cH:37]3)[CH2:30][CH2:31]2)[CH:14]([c:16]2[c:17]([F:23])[cH:18][c:19]([F:22])[cH:20][cH:21]2)[CH2:15]1.[CH3:1][Si:2]([CH3:3])([CH3:4])[O-:5].[K+:6].[O:44]1[CH2:45][CH2:46][CH2:47][CH2:48]1>>[C:7]([CH3:8])([CH3:9])([CH3:10])[N:11]1[CH2:12][CH:13]([C:24](=[O:25])[N:26]2[CH2:27][CH2:28][CH:29]([c:32]3[c:33]([CH2:39][C:40](=[O:41])[OH:42])[cH:34][c:35]([Cl:38])[cH:36][cH:37]3)[CH2:30][CH2:31]2)[CH:14]([c:16]2[c:17]([F:23])[cH:18][c:19]([F:22])[cH:20][cH:21]2)[CH2:15]1. Reactants: CN[C@@H](C(=O)N([C@H](CC=1SC=CC1)CN(S(=O)(=O)C)C)C)CC1=CC2=CC=CC=C2C=C1 ((2R)-2-Methylamino-N-methyl-N-((1R)-1-((N-methyl-N-(methylsulfonyl)amino)methyl)-2-(2-thienyl)ethyl)-3-(2-naphthyl)propionamide), C(C)N(C(C)C)C(C)C (ethyldiisopropylamine), C(C)(C)(C)OC(=O)NC(C/C=C/C(=O)O)(C)C ((2E)-5-(tert-Butoxycarbonylamino)-5-methylhex-2-enoic acid), ON1N=NC2=C1N=CC=C2 (1-Hydroxy-7-azabenzotriazole), Cl.CN(CCCN=C=NCC)C (N-(3-Dimethylaminopropyl)-N'-ethylcarbodiimide hydrochloride). Run in ClCCl (dichloromethane), C(C)(=O)OCC (ethyl acetate), CN(C=O)C (N,N-dimethylformamide), ClCCl (dichloromethane). Reaction conditions: temperature 0 celsius, time 15 minute. Yields the product C(C)(C)(C)OC(NC(C\C=C\C(N([C@H](CC1=CC2=CC=CC=C2C=C1)C(N([C@H](CC=1SC=CC1)CN(S(=O)(=O)C)C)C)=O)C)=O)(C)C)=O (((3E)-1,1-dimethyl-4-(N-methyl-N-((1R)-1-(N-methyl-N-((1R)-1-((N-methyl-N-(methylsulfonyl)amino)methyl)-2-(2-thienyl)ethyl)carbamoyl)-2-(2-naphthyl)ethyl)carbamoyl)but-3-enyl)carbamic acid tert-butyl ester). Reaction SMILES: [C:1]([O:5][C:6]([NH:8][C:9]([CH3:17])([CH3:16])[CH2:10]/[CH:11]=[CH:12]/[C:13]([OH:15])=O)=[O:7])([CH3:4])([CH3:3])[CH3:2].ON1C2N=CC=CC=2N=N1.Cl.CN(C)CCCN=C=NCC.[CH3:40][NH:41][C@H:42]([CH2:61][C:62]1[CH:71]=[CH:70][C:69]2[C:64](=[CH:65][CH:66]=[CH:67][CH:68]=2)[CH:63]=1)[C:43]([N:45]([CH3:60])[C@@H:46]([CH2:53][N:54]([CH3:59])[S:55]([CH3:58])(=[O:57])=[O:56])[CH2:47][C:48]1[S:49][CH:50]=[CH:51][CH:52]=1)=[O:44].C(N(C(C)C)C(C)C)C>CN(C)C=O.ClCCl.C(OCC)(=O)C>[C:1]([O:5][C:6](=[O:7])[NH:8][C:9]([CH3:17])([CH3:16])[CH2:10]/[CH:11]=[CH:12]/[C:13](=[O:15])[N:41]([CH3:40])[C@@H:42]([C:43](=[O:44])[N:45]([CH3:60])[C@@H:46]([CH2:53][N:54]([CH3:59])[S:55]([CH3:58])(=[O:57])=[O:56])[CH2:47][C:48]1[S:49][CH:50]=[CH:51][CH:52]=1)[CH2:61][C:62]1[CH:71]=[CH:70][C:69]2[C:64](=[CH:65][CH:66]=[CH:67][CH:68]=2)[CH:63]=1)([CH3:2])([CH3:3])[CH3:4] |f:2.3|. Procedure details: (2E)-5-(tert-Butoxycarbonylamino)-5-methylhex-2-enoic acid (158 mg, 0.65 mmol) was dissolved in N,N-dimethylformamide (3 ml) and dichloromethane (3 ml). 1-Hydroxy-7-azabenzotriazole was added. The solution was cooled to 0° C. N-(3-Dimethylaminopropyl)-N'-ethylcarbodiimide hydrochloride (88 mg, 0.65 mmol) was added. The reaction mixture was stirred for 15 min at 0° C. A solution of (2R)-2-Methylamino-N-methyl-N-((1R)-1-((N-methyl-N-(methylsulfonyl)amino)methyl)-2-(2-thienyl)ethyl)-3-(2-naphthyl)p... Starting materials: CC=1C(=NC=CC1)C1NC(CC(C1)(O)C)C1=NC=CC=C1C (3,4′,3″-trimethyl-1′,2′,3′,4′,5′,6′-hexahydro-[2,2′;6′,2″]terpyridin-4′-ol), BrCCCCN1C(C2=CC=CC=C2C1=O)=O (2-(4-bromo-butyl)-isoindole-1,3-dione), CCN(C(C)C)C(C)C (DIPEA). RXN SMILES: [CH3:1][C:2]1[C:3]([CH:8]2[CH2:13][C:12]([CH3:15])([OH:14])[CH2:11][CH:10]([C:16]3[C:21]([CH3:22])=[CH:20][CH:19]=[CH:18][N:17]=3)[NH:9]2)=[N:4][CH:5]=[CH:6][CH:7]=1.Br[CH2:24][CH2:25][CH2:26][CH2:27][N:28]1[C:36](=[O:37])[C:35]2[C:30](=[CH:31][CH:32]=[CH:33][CH:34]=2)[C:29]1=[O:38].CCN(C(C)C)C(C)C>CN(C=O)C>[OH:14][C:12]1([CH3:15])[CH2:13][CH:8]([C:3]2[C:2]([CH3:1])=[CH:7][CH:6]=[CH:5][N:4]=2)[N:9]([CH2:24][CH2:25][CH2:26][CH2:27][N:28]2[C:36](=[O:37])[C:35]3[C:30](=[CH:31][CH:32]=[CH:33][CH:34]=3)[C:29]2=[O:38])[CH:10]([C:16]2[C:21]([CH3:22])=[CH:20][CH:19]=[CH:18][N:17]=2)[CH2:11]1. Run at temperature 60 celsius, time 24 hour. Yields the product OC1(CC(N(C(C1)C1=NC=CC=C1C)CCCCN1C(C2=CC=CC=C2C1=O)=O)C1=NC=CC=C1C)C (2-[4-(4′-hydroxy-3,4′,3″-trimethyl-3′,4′,5′,6′-tetrahydro-2′H-[2,2′;6′,2″]terpyridin-1′yl)-butyl]-isoindole-1,3-dione). Solvent: CN(C)C=O (DMF). Reported procedure: To a solution of meso-2′β,6′β-[3,4′,3″-trimethyl-1′,2′,3′,4′,5′,6′-hexahydro-[2,2′;6′,2″]terpyridin-4′-ol (0.2499 g, 0.84 mmol) in DMF (9 mL) was added 2-(4-bromo-butyl)-isoindole-1,3-dione (0.2605 g, 0.92 mmol), KI (0.0142 g, 0.08 mmol), and DIPEA (0.29 mL, 1.68 mmol), and stirred at 60° C. for 24 hours. The mixture was concentrated, and saturated NaHCO3 (30 mL) was added and extracted with CH2Cl2 (3×35 mL). The combined organic extracts were washed with brine (2×20 mL), dried (Na2SO4), filtere... Reactants: [Si](C)(C)(C(C)(C)C)OCC1C(C1)C(CC)CCOC1OCCCC1 (2-(5-tetrahydropyranyloxy-3-pentyl)cyclopropylmethyl t-butyldimethylsilyl ether), O1CCCC1 (tetrahydrofuran), [F-].C(CCC)[N+](CCCC)(CCCC)CCCC (tetrabutyl ammonium fluoride). Conditions: time 30 minute. Product: O1C(CCCC1)OCC#CCCC1C(C1)CO (2-(5-tetrahydropyranyloxy-3-pentynyl)cyclopropanemethanol). Reaction SMILES: [Si](O[CH2:9][CH:10]1[CH2:12][CH:11]1[CH:13]([CH2:16][CH2:17][O:18][CH:19]1[CH2:24][CH2:23][CH2:22][CH2:21][O:20]1)CC)(C(C)(C)C)(C)C.[F-].C([N+](CCCC)(CCCC)CCCC)CCC.[O:43]1CC[CH2:45][CH2:44]1>>[O:20]1[CH2:21][CH2:22][CH2:23][CH2:24][CH:19]1[O:18][CH2:17][C:16]#[C:13][CH2:11][CH2:12][CH:10]1[CH2:9][CH:45]1[CH2:44][OH:43] |f:1.2|. Reported procedure: The 2-(5-tetrahydropyranyloxy-3-pentyl)cyclopropylmethyl t-butyldimethylsilyl ether (3 g, 10 mmol) was dissolved in tetrahydrofuran (10 ml), and tetrabutyl ammonium fluoride (factor=1.0, 12 ml, 12 mmol) was added at 0° C. The mixture was stirred for 30 minutes. The solvent was distilled off, and the product was purified by silica gel column chromatography to obtain 2-(5-tetrahydropyranyloxy-3-pentynyl)cyclopropanemethanol (1.2 g) Starting materials: [Al+3], C1COCCO1, COC(=O)c1cc2ccc(OC)cc2[nH]1, [H-], [H-], [H-], [H-], [Li+], [Mg+2], [Na+], [Na+], O=S(=O)([O-])[O-], O=S(=O)([O-])[O-]. Yields the product COc1ccc2cc(C)[nH]c2c1. Reaction SMILES: [Al+3:2].[CH2:35]1[O:36][CH2:37][CH2:38][O:39][CH2:40]1.[CH3:7][O:8][c:9]1[cH:10][cH:11][c:12]2[cH:13][c:14]([C:18]([O:19][CH3:20])=[O:21])[nH:15][c:16]2[cH:17]1.[H-:1].[H-:4].[H-:5].[H-:6].[Li+:3].[Mg+2:29].[Na+:22].[Na+:23].[O-:24][S:25](=[O:26])(=[O:27])[O-:28].[O-:30][S:31](=[O:32])(=[O:33])[O-:34]>>[CH3:7][O:8][c:9]1[cH:10][cH:11][c:12]2[cH:13][c:14]([CH3:18])[nH:15][c:16]2[cH:17]1.